The task is: describe an organic reaction: reactants, conditions, products, and yield. This data is from the Open Reaction Database (ORD), a public repository of structured organic reaction records. The reactants are [Li]C(C)(C)C, COc1ccc(N2CCOCC2)c2sc(N)nc12, CCCCC, CCOC(C)=O, [Cl-], [NH4+], C1CCOC1, COCCN(C)Cc1ncc(C(=O)Oc2ccccc2)n1C. Product: COCCN(C)Cc1ncc(C(=O)Nc2nc3c(OC)ccc(N4CCOCC4)c3s2)n1C. RXN SMILES: [C:19]([Li:20])([CH3:21])([CH3:22])[CH3:23].[CH3:1][O:2][c:3]1[cH:4][cH:5][c:6]([N:13]2[CH2:14][CH2:15][O:16][CH2:17][CH2:18]2)[c:7]2[c:8]1[n:9][c:10]([NH2:12])[s:11]2.[CH3:53][CH2:54][CH2:55][CH2:56][CH3:57].[CH3:58][CH2:59][O:60][C:61](=[O:62])[CH3:63].[Cl-:46].[NH4+:47].[O:48]1[CH2:49][CH2:50][CH2:51][CH2:52]1.[c:24]1([O:30][C:31](=[O:25])[c:33]2[n:34]([CH3:45])[c:35]([CH2:38][N:39]([CH3:40])[CH2:41][CH2:42][O:43][CH3:44])[n:36][cH:37]2)[cH:26][cH:27][cH:28][cH:29][cH:32]1>>[CH3:1][O:2][c:3]1[cH:4][cH:5][c:6]([N:13]2[CH2:14][CH2:15][O:16][CH2:17][CH2:18]2)[c:7]2[c:8]1[n:9][c:10]([NH:12][C:31](=[O:30])[c:33]1[n:34]([CH3:45])[c:35]([CH2:38][N:39]([CH3:40])[CH2:41][CH2:42][O:43][CH3:44])[n:36][cH:37]1)[s:11]2. The reactants are CC1=NC(=CC=C1N)OC1CN(CC1)C(CC)=O (2-Methyl-6-[(1-propionylpyrrolidin-3-yl)oxy]pyridin-3-amine), C(C)(C)C1=CC=C(C=C1)S(=O)(=O)Cl (4-isopropylbenzenesulfonyl chloride). Solvent: N1=CC=CC=C1 (pyridine), ClCCl (dichloromethane), [OH-].[Na+] (NaOH). The product is C(C)(C)C1=CC=C(C=C1)S(=O)(=O)NC=1C(=NC(=CC1)OC1CN(CC1)C(CC)=O)C (4-Isopropyl-N-{2-methyl-6-[(1-propionylpyrrolidin-3-yl)oxy]pyridin-3-yl}-benzenesulfonamide). RXN SMILES: [CH3:1][C:2]1[C:7]([NH2:8])=[CH:6][CH:5]=[C:4]([O:9][CH:10]2[CH2:14][CH2:13][N:12]([C:15](=[O:18])[CH2:16][CH3:17])[CH2:11]2)[N:3]=1.[CH:19]([C:22]1[CH:27]=[CH:26][C:25]([S:28](Cl)(=[O:30])=[O:29])=[CH:24][CH:23]=1)([CH3:21])[CH3:20]>N1C=CC=CC=1.ClCCl.[OH-].[Na+]>[CH:19]([C:22]1[CH:27]=[CH:26][C:25]([S:28]([NH:8][C:7]2[C:2]([CH3:1])=[N:3][C:4]([O:9][CH:10]3[CH2:14][CH2:13][N:12]([C:15](=[O:18])[CH2:16][CH3:17])[CH2:11]3)=[CH:5][CH:6]=2)(=[O:30])=[O:29])=[CH:24][CH:23]=1)([CH3:21])[CH3:20] |f:4.5|. Procedure: 2-Methyl-6-[(1-propionylpyrrolidin-3-yl)oxy]pyridin-3-amine (340 mg) was dissolved in pyridine (3.3 mL) and 4-isopropylbenzenesulfonyl chloride (358 mg) was slowly added under stirring. After 19 h stirring at room temperature, the reaction mixture was diluted with dichloromethane and 2 M aqueous NaOH was added. After stirring for 1 h at room temperature the phases were separated. The organic phase was dried (sodium sulfate), concentrated and the crude product purified by flash chromatography (si...